From a dataset of the Open Reaction Database (ORD), a public repository of structured organic reaction records. describe an organic reaction: reactants, conditions, products, and yield Reactants: NC1=NC=NC(=C1C(=O)N)N1CCC(CC1)C=1N(C=C(N1)C1=CC(=C(C=C1)F)C(F)(F)F)C (4-Amino-6-{4-[4-(4-fluoro-3-trifluoromethyl-phenyl)-1-methyl-1H-imidazol-2-yl]-piperidin-1-yl}-pyrimidine-5-carboxamide), NC1=NC=NC(=C1C#N)N1CCC(CC1)C=1N(C=C(N1)C1=CC(=C(C=C1)F)C)CCNCC(C)C (4-Amino-6-{4-[4-(4-fluoro-3-methyl-phenyl)-1-(2-isobutylamino-ethyl)-1H-imidazol-2-yl]-piperidin-1-yl}-pyrimidine-5-carbonitrile). Product: NC1=NC=NC(=C1C(=O)N)N1CCC(CC1)C=1N(C=C(N1)C1=CC(=C(C=C1)F)C)CCNCC(C)C (4-Amino-6-{4-[4-(4-fluoro-3-methyl-phenyl)-1-(2-isobutylamino-ethyl)-1H-imidazol-2-yl]-piperidin-1-yl}-pyrimidine-5-carboxylic acid amide). Reaction SMILES: [NH2:1][C:2]1[C:7]([C:8]([NH2:10])=[O:9])=[C:6]([N:11]2[CH2:16][CH2:15][CH:14]([C:17]3[N:18]([CH3:33])[CH:19]=[C:20]([C:22]4[CH:27]=[CH:26][C:25]([F:28])=[C:24]([C:29](F)(F)F)[CH:23]=4)[N:21]=3)[CH2:13][CH2:12]2)[N:5]=[CH:4][N:3]=1.N[C:35]1[C:40]([C:41]#N)=[C:39](N2CCC(C3N(CCNCC(C)C)C=C(C4C=CC(F)=C(C)C=4)N=3)CC2)N=[CH:37][N:36]=1>>[NH2:1][C:2]1[C:7]([C:8]([NH2:10])=[O:9])=[C:6]([N:11]2[CH2:12][CH2:13][CH:14]([C:17]3[N:18]([CH2:33][CH2:37][NH:36][CH2:35][CH:40]([CH3:41])[CH3:39])[CH:19]=[C:20]([C:22]4[CH:27]=[CH:26][C:25]([F:28])=[C:24]([CH3:29])[CH:23]=4)[N:21]=3)[CH2:15][CH2:16]2)[N:5]=[CH:4][N:3]=1. Procedure details: The title compound was prepared in an analogous manner as 4-Amino-6-{4-[4-(4-fluoro-3-trifluoromethyl-phenyl)-1-methyl-1H-imidazol-2-yl]-piperidin-1-yl}-pyrimidine-5-carboxamide using 4-Amino-6-{4-[4-(4-fluoro-3-methyl-phenyl)-1-(2-isobutylamino-ethyl)-1H-imidazol-2-yl]-piperidin-1-yl}-pyrimidine-5-carbonitrile instead of 4-amino-6-(4-{4-[4-fluoro-3-(trifluoromethyl)phenyl]-1-methyl-1H-imidazol-2-yl}piperidin-1-yl)pyrimidine-5-carbonitrile. LC-MS: (M+1=495, obsd.=495). Reported procedure: 200 g of molecular sieve are initially introduced into 1,000 ml of ethanol and 105 g (1 mol) of aminoacetaldehyde dimethyl acetal and 70 g (1 mol) of crotonaldehyde are added. The mixture is allowed to stand at room temperature overnight, decanted off from molecular sieve and cooled to 0° C., and 40 g of sodium borohydride are added in 1 g portions. The mixture is then stirred overnight at room temperature and concentrated, the residue is taken up in 500 ml of water and potassium carbonate is ad... Conditions: temperature 0 celsius, time 8 hour. The reactants are COC(CN)OC (aminoacetaldehyde dimethyl acetal), C(\C=C\C)=O (crotonaldehyde). Solvent: C(C)O (ethanol). Reaction SMILES: [CH3:1][O:2][CH:3]([O:6][CH3:7])[CH2:4][NH2:5].[CH:8](=O)/[CH:9]=[CH:10]/[CH3:11]>C(O)C>[CH2:8]([NH:5][CH2:4][CH:3]([O:6][CH3:7])[O:2][CH3:1])[CH:9]=[CH:10][CH3:11]. Product: C(C=CC)NCC(OC)OC (N-(2-Buten-1-yl)-N-(2,2-dimethoxyethyl)-amine). Reactants: COCCOC, COCCOC, Oc1cc(-c2ccc(OCCc3cccc(Cl)n3)cc2)on1, [Na+], [Na+], O=C([O-])[O-], OB(O)c1ccc(F)cc1. Yields the product Oc1cc(-c2ccc(OCCc3cccc(-c4ccc(F)cc4)n3)cc2)on1. RXN SMILES: [CH2:45]([CH2:46][O:47][CH3:48])[O:49][CH3:50].[CH3:39][O:40][CH2:41][CH2:42][O:43][CH3:44].[Cl:1][c:2]1[cH:3][cH:4][cH:5][c:6]([CH2:8][CH2:9][O:10][c:11]2[cH:12][cH:13][c:14](-[c:17]3[cH:18][c:19]([OH:22])[n:20][o:21]3)[cH:15][cH:16]2)[n:7]1.[Na+:33].[Na+:34].[O-:35][C:36](=[O:37])[O-:38].[OH:23][B:24]([OH:25])[c:26]1[cH:27][cH:28][c:29]([F:30])[cH:31][cH:32]1>>[c:2]1(-[c:26]2[cH:27][cH:28][c:29]([F:30])[cH:31][cH:32]2)[cH:3][cH:4][cH:5][c:6]([CH2:8][CH2:9][O:10][c:11]2[cH:12][cH:13][c:14](-[c:17]3[cH:18][c:19]([OH:22])[n:20][o:21]3)[cH:15][cH:16]2)[n:7]1. The reactants are BrC(C(=O)C1=CC=CC=C1)C(C)C1=CC=CC=C1 (2-Bromo-3-phenyl-butyrophenone), N1N=CN=C1 (1,2,4-triazole), C([O-])([O-])=O.[K+].[K+] (potassium carbonate). Solvent: C(C)C(=O)C (methyl ethyl ketone). The product is N1(N=CN=C1)C(C(=O)C1=CC=CC=C1)C(C)C1=CC=CC=C1 (2-(1,2,4-Triazol-1-yl)-3-phenylbutyrophenone). As a reaction SMILES: Br[CH:2]([CH:11]([C:13]1[CH:18]=[CH:17][CH:16]=[CH:15][CH:14]=1)[CH3:12])[C:3]([C:5]1[CH:10]=[CH:9][CH:8]=[CH:7][CH:6]=1)=[O:4].[NH:19]1[CH:23]=[N:22][CH:21]=[N:20]1.C(=O)([O-])[O-].[K+].[K+]>C(C(C)=O)C>[N:19]1([CH:2]([CH:11]([C:13]2[CH:18]=[CH:17][CH:16]=[CH:15][CH:14]=2)[CH3:12])[C:3]([C:5]2[CH:10]=[CH:9][CH:8]=[CH:7][CH:6]=2)=[O:4])[CH:23]=[N:22][CH:21]=[N:20]1 |f:2.3.4|. Procedure: 2-Bromo-3-phenyl-butyrophenone (0.02 mol), 1,2,4-triazole (0.02 mol) and potassium carbonate (0.04 mol) were refluxed in methyl ethyl ketone (100 ml) for 36 hours. After cooling to room temperature, the solution was filtered and the solvent removed in vacuo. Recrystallisation of the residue from ethanol/petroleum ether (60°-80°) gave the title compound as a colourless solid, m.p. 166°-8°. The reactants are O=C([O-])[O-], Cn1cc(B2OC(C)(C)C(C)(C)O2)cn1, COCCOC, Clc1ncc2nnn(Cc3ccc4ncccc4c3)c2n1, [Cs+], [Cs+], O, [Pd]. Yields the product Cn1cc(-c2ncc3nnn(Cc4ccc5ncccc5c4)c3n2)cn1. RXN SMILES: [C:37](=[O:38])([O-:39])[O-:40].[CH3:22][n:23]1[n:24][cH:25][c:26]([B:28]2[O:29][C:30]([CH3:31])([CH3:32])[C:33]([CH3:34])([CH3:35])[O:36]2)[cH:27]1.[CH3:43][O:44][CH2:45][CH2:46][O:47][CH3:48].[Cl:1][c:2]1[n:3][cH:4][c:5]2[c:6]([n:7]1)[n:8]([CH2:11][c:12]1[cH:13][c:14]3[cH:15][cH:16][cH:17][n:18][c:19]3[cH:20][cH:21]1)[n:9][n:10]2.[Cs+:41].[Cs+:42].[OH2:49].[Pd:50]>>[c:2]1(-[c:26]2[cH:25][n:24][n:23]([CH3:22])[cH:27]2)[n:3][cH:4][c:5]2[c:6]([n:7]1)[n:8]([CH2:11][c:12]1[cH:13][c:14]3[cH:15][cH:16][cH:17][n:18][c:19]3[cH:20][cH:21]1)[n:9][n:10]2. Starting materials: FC1=C(C(=CC(=C1)Br)F)O (2,6 difluoro-4-bromophenol), C(=O)([O-])[O-].[K+].[K+] (K2CO3), C(C1=CC=CC=C1)Br (benzyl bromide). Solvent: CN(C)C=O (DMF), O (H2O). Conditions: time 12 hour. The product is ethyl acetate hexanes, BrC1=CC(=C(C(=C1)F)OCC1=CC=CC=C1)F (1-Bromo-3,5-difluoro-4-(benzyloxy)benzene). Isolated yield 87.8%. As a reaction SMILES: [F:1][C:2]1[CH:7]=[C:6]([Br:8])[CH:5]=[C:4]([F:9])[C:3]=1[OH:10].C([O-])([O-])=O.[K+].[K+].[CH2:17](Br)[C:18]1[CH:23]=[CH:22][CH:21]=[CH:20][CH:19]=1>CN(C=O)C.O>[Br:8][C:6]1[CH:7]=[C:2]([F:1])[C:3]([O:10][CH2:17][C:18]2[CH:23]=[CH:22][CH:21]=[CH:20][CH:19]=2)=[C:4]([F:9])[CH:5]=1 |f:1.2.3|. Procedure: To a solution of 5.0 g (24.0 mmol) of 2,6 difluoro-4-bromophenol in 20 ml of DMF at rt was added 5 g (36.0 mmol) of K2CO3 followed by 4.5 g (26.3 mmol) of benzyl bromide. The mixture was stirred for 12 h, diluted with H2O, the organic phase washed with sat'd NaCl, and the aqueous phase was then extracted 3× with CH2Cl2. The combined organic layers were dried over Na2SO4 and concentrated. Flash chromatography with a gradient of 0-15% ethyl acetate/hexanes (v/v) afforded 6.3 g (88%) of the title c... Reactants: COC=1C=C(C=CC1)C1(C=CCCC1)CC(=O)N(C)C (1-(m-methoxyphenyl)-N,N-dimethyl-2-cyclohexene-1-acetamide), Cl (hydrochloric acid), [H-].[Al+3].[Li+].[H-].[H-].[H-] (lithium aluminum hydride), C([O-])([O-])=O.[K+].[K+] (potassium carbonate). Run in O1CCCC1 (tetrahydrofuran), C(C)O (ethanol), O1CCCC1.O (tetrahydrofuran water), O1CCCC1 (tetrahydrofuran). Run at temperature 90 celsius, time 8 hour. Product: COC=1C=C(C=CC1)C1(C=CCCC1)CCN(C)C (rac. 1-(m-methoxyphenyl)-N,N-dimethyl-2-cyclohexene-1-ethylamine). As a reaction SMILES: [H-].[Al+3].[Li+].[H-].[H-].[H-].[CH3:7][O:8][C:9]1[CH:10]=[C:11]([C:15]2([CH2:21][C:22]([N:24]([CH3:26])[CH3:25])=O)[CH2:20][CH2:19][CH2:18][CH:17]=[CH:16]2)[CH:12]=[CH:13][CH:14]=1.C(=O)([O-])[O-].[K+].[K+].Cl>O1CCCC1.O1CCCC1.O.C(O)C>[CH3:7][O:8][C:9]1[CH:10]=[C:11]([C:15]2([CH2:21][CH2:22][N:24]([CH3:26])[CH3:25])[CH2:20][CH2:19][CH2:18][CH:17]=[CH:16]2)[CH:12]=[CH:13][CH:14]=1 |f:0.1.2.3.4.5,7.8.9,12.13|. Procedure: 10.0 g of lithium aluminum hydride are placed in 200 ml of absolute tetrahydrofuran under a nitrogen atmosphere in a 1.5 liter sulfonation flask provided with reflux condenser, thermometer, stirrer and dropping funnel, and there is added dropwise while stirring within about 1 hour a solution of 42 g of 1-(m-methoxyphenyl)-N,N-dimethyl-2-cyclohexene-1-acetamide in 450 ml of absolute tetrahydrofuran in such a manner that the temperature does not exceed 30° C. Subsequently, the mixture is stirred o... The reactants are C(C)(C)(C)OC(NC=1N(N=CC1Br)C)=O ((4-bromo-2-methyl-2H-pyrazol-3-yl)-carbamic acid tert-butyl ester), C(C)OC(=O)C1(CC1)C1=CC=C(C=C1)C1=CC=C(C=C1)B1OC(C(O1)(C)C)(C)C (1-[4′-(4,4,5,5-tetramethyl-[1,3,2]dioxaborolan-2-yl)-biphenyl-4-yl]-cyclopropanecarboxylic acid ethyl ester). The product is C(C)OC(=O)C1(CC1)C1=CC=C(C=C1)C1=CC=C(C=C1)C=1C=NN(C1NC(=O)OC(C)(C)C)C (1-[4′-(5-tert-Butoxycarbonylamino-1-methyl-1H-pyrazol-4-yl)-biphenyl-4-yl]-cyclopropanecarboxylic acid ethyl ester). As a reaction SMILES: [C:1]([O:5][C:6](=[O:15])[NH:7][C:8]1[N:9]([CH3:14])[N:10]=[CH:11][C:12]=1Br)([CH3:4])([CH3:3])[CH3:2].[CH2:16]([O:18][C:19]([C:21]1([C:24]2[CH:29]=[CH:28][C:27]([C:30]3[CH:35]=[CH:34][C:33](B4OC(C)(C)C(C)(C)O4)=[CH:32][CH:31]=3)=[CH:26][CH:25]=2)[CH2:23][CH2:22]1)=[O:20])[CH3:17]>>[CH2:16]([O:18][C:19]([C:21]1([C:24]2[CH:25]=[CH:26][C:27]([C:30]3[CH:31]=[CH:32][C:33]([C:12]4[CH:11]=[N:10][N:9]([CH3:14])[C:8]=4[NH:7][C:6]([O:5][C:1]([CH3:4])([CH3:3])[CH3:2])=[O:15])=[CH:34][CH:35]=3)=[CH:28][CH:29]=2)[CH2:23][CH2:22]1)=[O:20])[CH3:17]. Procedure details: Prepared according to the procedure described in Example 5, Step 2, using the following starting materials: (4-bromo-2-methyl-2H-pyrazol-3-yl)-carbamic acid tert-butyl ester and 1-[4′-(4,4,5,5-tetramethyl-[1,3,2]dioxaborolan-2-yl)-biphenyl-4-yl]-cyclopropanecarboxylic acid ethyl ester. Starting materials: ClC=1C(=NC=CC1)N1N=C(C=C1C1=NC=2C=CC3=CC=CN=C3C2C(O1)=O)C(F)(F)F (2-[2-(3-chloro-pyridin-2-yl)-5-trifluoromethyl-2H-pyrazol-3-yl]-3-oxa-1,5-diaza-phenanthren-4-one), C(C)#N.O (acetonitrile H2O), CN (methylamine), solution. Solvent: mixture, [Cl-].[Na+].O (Brine). Reaction conditions: time 6 hour. Yields the product CNC(=O)C=1C(=CC=C2C=CC=NC12)NC(=O)C=1N(N=C(C1)C(F)(F)F)C1=NC=CC=C1Cl (7-{[2-(3-chloro-pyridin-2-yl)-5-trifluoromethyl-2H-pyrazole-3-carbonyl]-amino}-quinoline-8-carboxylic acid methylamide). The yield is 62.0%. Reaction SMILES: [Cl:1][C:2]1[C:3]([N:8]2[C:12]([C:13]3[O:26][C:25](=[O:27])[C:24]4[C:23]5[C:18](=[CH:19][CH:20]=[CH:21][N:22]=5)[CH:17]=[CH:16][C:15]=4[N:14]=3)=[CH:11][C:10]([C:28]([F:31])([F:30])[F:29])=[N:9]2)=[N:4][CH:5]=[CH:6][CH:7]=1.[C:32](#[N:34])C.O.CN>[Cl-].[Na+].O>[CH3:32][NH:34][C:25]([C:24]1[C:15]([NH:14][C:13]([C:12]2[N:8]([C:3]3[C:2]([Cl:1])=[CH:7][CH:6]=[CH:5][N:4]=3)[N:9]=[C:10]([C:28]([F:30])([F:31])[F:29])[CH:11]=2)=[O:26])=[CH:16][CH:17]=[C:18]2[C:23]=1[N:22]=[CH:21][CH:20]=[CH:19]2)=[O:27] |f:1.2,4.5.6|. Procedure details: To a suspension of 140 mg (0.28 mmol) of the above 2-[2-(3-chloro-pyridin-2-yl)-5-trifluoromethyl-2H-pyrazol-3-yl]-3-oxa-1,5-diaza-phenanthren-4-one in 5.60 mL of a mixture acetonitrile: H2O 4:1 (v/v) is added 74 μL (0.85 mmol) of methylamine (solution 40% in water). The reaction mixture is stirred for 6 hours at ambient temperature. Brine is then added to the mixture and the product is extracted with ethyl acetate (3 times). The regrouped organic phases are dried on Na2SO4, filtrated and evapor... Reactants: ClC=1N=C(C2=C(N1)SC(=C2)C=O)N2CCOCC2 (2-chloro-4-morpholin-4-yl-thieno[2,3-d]pyrimidine-6-carbaldehyde), CN(C(=O)N1CCNCC1)C (piperazine-1-carboxylic acid dimethylamide). Yields the product CN(C(=O)N1CCN(CC1)CC1=CC2=C(N=C(N=C2N2CCOCC2)Cl)S1)C (4-(2-chloro-4-morpholin-4-yl-thieno[2,3-d]pyrimidin-6-ylmethyl)-piperazine-1-carboxylic acid dimethylamide). As a reaction SMILES: [Cl:1][C:2]1[N:3]=[C:4]([N:13]2[CH2:18][CH2:17][O:16][CH2:15][CH2:14]2)[C:5]2[CH:10]=[C:9]([CH:11]=O)[S:8][C:6]=2[N:7]=1.[CH3:19][N:20]([CH3:29])[C:21]([N:23]1[CH2:28][CH2:27][NH:26][CH2:25][CH2:24]1)=[O:22]>>[CH3:19][N:20]([CH3:29])[C:21]([N:23]1[CH2:24][CH2:25][N:26]([CH2:11][C:9]2[S:8][C:6]3[N:7]=[C:2]([Cl:1])[N:3]=[C:4]([N:13]4[CH2:18][CH2:17][O:16][CH2:15][CH2:14]4)[C:5]=3[CH:10]=2)[CH2:27][CH2:28]1)=[O:22]. Procedure: Reaction between 2-chloro-4-morpholin-4-yl-thieno[2,3-d]pyrimidine-6-carbaldehyde (General Procedure D-2) and piperazine-1-carboxylic acid dimethylamide using General Procedure B-3 yielded 4-(2-chloro-4-morpholin-4-yl-thieno[2,3-d]pyrimidin-6-ylmethyl)-piperazine-1-carboxylic acid dimethylamide.